From a dataset of the Open Reaction Database (ORD), a public repository of structured organic reaction records. describe an organic reaction: reactants, conditions, products, and yield The reactants are NC=1C(=NC(=CN1)[C@@H]1C[C@@H]([C@H](CC1)O)F)C1=CC(=C(C(=O)O)C=C1)F (4-(3-amino-6-((1S,3S,4S)-3-fluoro-4-hydroxycyclohexyl)pyrazin-2-yl)-2-fluorobenzoic acid), Cl.N[C@H](CO)C1=CC(=CC(=C1)I)F ((S)-2-amino-2-(3-fluoro-5-iodophenyl)ethanol hydrochloride), C1=CC2=C(N=C1)N(N=N2)O (HOAt), C(CCl)Cl (EDC), CCN(C(C)C)C(C)C (DIEA). Solvent: O (water), CN(C)C=O (DMF). Run at time 15 hour. The product is NC=1C(=NC(=CN1)[C@@H]1C[C@@H]([C@H](CC1)O)F)C1=CC(=C(C(=O)N[C@H](CO)C2=CC(=CC(=C2)I)F)C=C1)F (4-(3-amino-6-((1S,3S,4S)-3-fluoro-4-hydroxycyclohexyl)pyrazin-2-yl)-2-fluoro-N—((S)-1-(3-fluoro-5-iodophenyl)-2-hydroxyethyl)benzamide). The yield is 33.0%. As a reaction SMILES: [NH2:1][C:2]1[C:3]([C:16]2[CH:24]=[CH:23][C:19]([C:20](O)=[O:21])=[C:18]([F:25])[CH:17]=2)=[N:4][C:5]([C@H:8]2[CH2:13][CH2:12][C@H:11]([OH:14])[C@@H:10]([F:15])[CH2:9]2)=[CH:6][N:7]=1.Cl.[NH2:27][C@@H:28]([C:31]1[CH:36]=[C:35]([I:37])[CH:34]=[C:33]([F:38])[CH:32]=1)[CH2:29][OH:30].C1C=NC2N(O)N=NC=2C=1.C(Cl)CCl.CCN(C(C)C)C(C)C>CN(C=O)C.O>[NH2:1][C:2]1[C:3]([C:16]2[CH:24]=[CH:23][C:19]([C:20]([NH:27][C@@H:28]([C:31]3[CH:36]=[C:35]([I:37])[CH:34]=[C:33]([F:38])[CH:32]=3)[CH2:29][OH:30])=[O:21])=[C:18]([F:25])[CH:17]=2)=[N:4][C:5]([C@H:8]2[CH2:13][CH2:12][C@H:11]([OH:14])[C@@H:10]([F:15])[CH2:9]2)=[CH:6][N:7]=1 |f:1.2|. Procedure: To a solution of 4-(3-amino-6-((1S,3S,4S)-3-fluoro-4-hydroxycyclohexyl)pyrazin-2-yl)-2-fluorobenzoic acid (16 mg, 0.046 mmol) in DMF (0.46 mL) was added (S)-2-amino-2-(3-fluoro-5-iodophenyl)ethanol hydrochloride (17.5 mg, 0.055 mmol), HOAt (9.35 mg, 0.069 mmol), EDC (17.6 mg, 0.092 mmol), and DIEA (24 μl, 0.137 mmol). The reaction mixture was stirred for 15 h. After water was added, the reaction mixture was extracted with EtOAc and the organic layer was washed with water twice. The organic layer... As a reaction SMILES: [C:1](=[O:2])([CH3:3])[O:4][CH2:5][c:6]1[n:7][c:8]([S:15][CH2:16][CH3:17])[n:9][c:10]([S:12][CH2:13][CH3:14])[cH:11]1.[CH3:20][CH2:21][OH:22].[CH3:23][CH2:24][O:25][CH2:26][CH3:27].[Na+:19].[OH-:18]>>[OH:4][CH2:5][c:6]1[n:7][c:8]([S:15][CH2:16][CH3:17])[n:9][c:10]([S:12][CH2:13][CH3:14])[cH:11]1. The product is CCSc1cc(CO)nc(SCC)n1. Reactants: CCSc1cc(COC(C)=O)nc(SCC)n1, CCO, CCOCC, [Na+], [OH-]. Starting materials: CCc1ccc(CN)cc1, COC(=O)c1c(I)cccc1CBr, CCOC(C)=O, Cc1ccccc1, CCCCCC, [K+], [K+], O=C([O-])[O-]. The product is CCc1ccc(CN2Cc3cccc(I)c3C2=O)cc1. Reaction SMILES: [CH2:14]([CH3:15])[c:16]1[cH:17][cH:18][c:19]([CH2:20][NH2:21])[cH:22][cH:23]1.[CH3:1][O:2][C:3]([c:4]1[c:5]([CH2:11][Br:12])[cH:6][cH:7][cH:8][c:9]1[I:10])=[O:13].[CH3:30][CH2:31][O:32][C:33](=[O:34])[CH3:35].[CH3:36][c:37]1[cH:38][cH:39][cH:40][cH:41][cH:42]1.[CH3:43][CH2:44][CH2:45][CH2:46][CH2:47][CH3:48].[K+:24].[K+:25].[O-:26][C:27]([O-:28])=[O:29]>>[C:3]1(=[O:13])[c:4]2[c:5]([cH:6][cH:7][cH:8][c:9]2[I:10])[CH2:11][N:21]1[CH2:20][c:19]1[cH:18][cH:17][c:16]([CH2:14][CH3:15])[cH:23][cH:22]1. The reactants are Cn1nc(Cl)cc(Br)c1=O, O=C([O-])[O-], [Cs+], [Cs+], Nc1cnc(C(F)(F)F)cn1, C1COCCO1, O=C(C=Cc1ccccc1)C=Cc1ccccc1, O=C(C=Cc1ccccc1)C=Cc1ccccc1, O=C(C=Cc1ccccc1)C=Cc1ccccc1, [Pd], [Pd]. Product: Cn1nc(Cl)cc(Nc2cnc(C(F)(F)F)cn2)c1=O. As a reaction SMILES: [Br:12][c:13]1[c:14](=[O:21])[n:15]([CH3:20])[n:16][c:17]([Cl:19])[cH:18]1.[C:22](=[O:23])([O-:24])[O-:25].[Cs+:26].[Cs+:27].[F:1][C:2]([c:3]1[n:4][cH:5][c:6]([NH2:9])[n:7][cH:8]1)([F:10])[F:11].[O:28]1[CH2:29][CH2:30][O:31][CH2:32][CH2:33]1.[O:36]=[C:37]([CH:38]=[CH:39][c:40]1[cH:41][cH:42][cH:43][cH:44][cH:45]1)[CH:46]=[CH:47][c:48]1[cH:49][cH:50][cH:51][cH:52][cH:53]1.[O:54]=[C:55]([CH:56]=[CH:57][c:58]1[cH:59][cH:60][cH:61][cH:62][cH:63]1)[CH:64]=[CH:65][c:66]1[cH:67][cH:68][cH:69][cH:70][cH:71]1.[O:72]=[C:73]([CH:74]=[CH:75][c:76]1[cH:77][cH:78][cH:79][cH:80][cH:81]1)[CH:82]=[CH:83][c:84]1[cH:85][cH:86][cH:87][cH:88][cH:89]1.[Pd:34].[Pd:35]>>[F:1][C:2]([c:3]1[n:4][cH:5][c:6]([NH:9][c:13]2[c:14](=[O:21])[n:15]([CH3:20])[n:16][c:17]([Cl:19])[cH:18]2)[n:7][cH:8]1)([F:10])[F:11].